From a dataset of the Open Reaction Database (ORD), a public repository of structured organic reaction records. describe an organic reaction: reactants, conditions, products, and yield The reactants are COC=1C=C(C=CC1[N+](=O)[O-])CO ((3-methoxy-4-nitrophenyl)methanol), S(=O)(Cl)Cl (thionyl chloride). Product: ClCC1=CC(=C(C=C1)[N+](=O)[O-])OC (4-(chloromethyl)-2-methoxy-1-nitrobenzene). The yield is 99.9%. Reaction SMILES: [CH3:1][O:2][C:3]1[CH:4]=[C:5]([CH2:12]O)[CH:6]=[CH:7][C:8]=1[N+:9]([O-:11])=[O:10].S(Cl)([Cl:16])=O>>[Cl:16][CH2:12][C:5]1[CH:6]=[CH:7][C:8]([N+:9]([O-:11])=[O:10])=[C:3]([O:2][CH3:1])[CH:4]=1. Procedure details: A mixture of (3-methoxy-4-nitrophenyl)methanol (0.5 g, 2.73 mmol) and thionyl chloride (0.3 mL, 4.09 mmol) was heated at reflux for 12 h. then the mixture concentrated in vacuo to afford 0.55 g of 4-(chloromethyl)-2-methoxy-1-nitrobenzene, (yield: 100% yield) which was used in further chemistries without purification. Starting materials: COC(CC1=C(C=C(C=C1Cl)NC1=NC=CC=C1[N+](=O)[O-])Cl)=O ([2,6-dichloro-4-(3-nitro-pyridin-2-ylamino)-phenyl]-acetic acid methyl ester). Reagents/catalysts: [Ni] (Ni). The solvent is CO (MeOH). Conditions: time 20 hour. The product is COC(CC1=C(C=C(C=C1Cl)NC1=NC=CC=C1N)Cl)=O ([4-(3-Amino-pyridin-2-ylamino)-2,6-dichloro-phenyl]-acetic acid methyl ester). As a reaction SMILES: [CH3:1][O:2][C:3](=[O:23])[CH2:4][C:5]1[C:10]([Cl:11])=[CH:9][C:8]([NH:12][C:13]2[C:18]([N+:19]([O-])=O)=[CH:17][CH:16]=[CH:15][N:14]=2)=[CH:7][C:6]=1[Cl:22]>CO.[Ni]>[CH3:1][O:2][C:3](=[O:23])[CH2:4][C:5]1[C:10]([Cl:11])=[CH:9][C:8]([NH:12][C:13]2[C:18]([NH2:19])=[CH:17][CH:16]=[CH:15][N:14]=2)=[CH:7][C:6]=1[Cl:22]. Procedure details: A suspension of [2,6-dichloro-4-(3-nitro-pyridin-2-ylamino)-phenyl]-acetic acid methyl ester (5 g, 14.0 mmol) and Raney Ni (˜1 g) in MeOH (100 mL) is stirred for 20 h at rt, under a hydrogen atmosphere. The reaction mixture is filtered through a pad of celite and concentrated to afford the title compound as a grey solid: ES-MS: 326.0/328.0 [M+H]+; tR=3.09 min (System 1); TLC: Rf=0.42 (CH2Cl2/MeOH, 95:5). The reactants are CCOC(=O)COc1ccc(NCc2sc(-c3ccc(C(F)(F)F)cc3)nc2C)cc1, C=O, C1COCCO1. The product is CCOC(=O)COc1ccc(N(C)Cc2sc(-c3ccc(C(F)(F)F)cc3)nc2C)cc1. As a reaction SMILES: [CH2:1]([CH3:2])[O:3][C:4]([CH2:5][O:6][c:7]1[cH:8][cH:9][c:10]([NH:13][CH2:14][c:15]2[c:16]([CH3:30])[n:17][c:18](-[c:20]3[cH:21][cH:22][c:23]([C:26]([F:27])([F:28])[F:29])[cH:24][cH:25]3)[s:19]2)[cH:11][cH:12]1)=[O:31].[CH2:32]=[O:33].[O:34]1[CH2:35][CH2:36][O:37][CH2:38][CH2:39]1>>[CH2:1]([CH3:2])[O:3][C:4]([CH2:5][O:6][c:7]1[cH:8][cH:9][c:10]([N:13]([CH2:14][c:15]2[c:16]([CH3:30])[n:17][c:18](-[c:20]3[cH:21][cH:22][c:23]([C:26]([F:27])([F:28])[F:29])[cH:24][cH:25]3)[s:19]2)[CH3:32])[cH:11][cH:12]1)=[O:31]. As a reaction SMILES: [CH3:10][O-:11].[CH3:24][O:25][C:26]([CH3:27])([CH3:28])[CH3:29].[Cl:13][c:14]1[cH:15][cH:16][c:17]([C:20]([CH3:21])=[O:22])[cH:18][cH:19]1.[ClH:23].[F:1][C:2]([C:3]([O:5][CH2:4][CH3:6])=[O:7])([F:8])[F:9].[Na+:12]>>[F:1][C:2]([C:3](=[O:5])[CH2:21][C:20]([c:17]1[cH:16][cH:15][c:14]([Cl:13])[cH:19][cH:18]1)=[O:22])([F:8])[F:9]. The product is O=C(CC(=O)C(F)(F)F)c1ccc(Cl)cc1. Reactants: C[O-], COC(C)(C)C, CC(=O)c1ccc(Cl)cc1, Cl, CCOC(=O)C(F)(F)F, [Na+]. Reactants: NC1CN(CC1)C1=C(C=C2C(C(=CN(C2=C1F)C(CCl)C)C(=O)OCC)=O)F (ethyl 7-(3-amino-1-pyrrolidinyl)-1-(1-chloroprop-2-yl)-6,8-difluoro-1,4-dihydro-4-oxoquinoline-3-carboxylate), C(C)O (ethanol), [OH-].[K+] (potassium hydroxide). Solvent: O (water). Yields the product NC1CN(CC1)C1=C(C=C2C(C(=CN(C2=C1F)C(=C)C)C(=O)O)=O)F (7-(3-Amino-1-pyrrolidinyl)-6,8-difluoro-1,4-dihydro-4-oxo-1-(prop-1-en-2-yl)-quinoline-3-carboxylic acid). Yield: 39.2%. RXN SMILES: [NH2:1][CH:2]1[CH2:6][CH2:5][N:4]([C:7]2[C:16]([F:17])=[C:15]3[C:10]([C:11](=[O:27])[C:12]([C:22]([O:24]CC)=[O:23])=[CH:13][N:14]3[CH:18]([CH3:21])[CH2:19]Cl)=[CH:9][C:8]=2[F:28])[CH2:3]1.C(O)C.[OH-].[K+]>O>[NH2:1][CH:2]1[CH2:6][CH2:5][N:4]([C:7]2[C:16]([F:17])=[C:15]3[C:10]([C:11](=[O:27])[C:12]([C:22]([OH:24])=[O:23])=[CH:13][N:14]3[C:18]([CH3:21])=[CH2:19])=[CH:9][C:8]=2[F:28])[CH2:3]1 |f:2.3|. Procedure details: 159 mg (0.38 mmol) of ethyl 7-(3-amino-1-pyrrolidinyl)-1-(1-chloroprop-2-yl)-6,8-difluoro-1,4-dihydro-4-oxoquinoline-3-carboxylate (Compound No.1) prepared in Example 1 was dissolved into 20 ml of ethanol. To this was added 65 mg (1.15 mmol) of pulverized potassium hydroxide and the mixture was heated under refluxing for 14 hours. 3 ml of water was added and the mixture was heated under refluxing for a further 3 hours. After cooling, the reaction mixture was concentrated under reduced pressure, ... Reactants: C1(CC1)N(C1=NC(=NN2C1=NC=C2C#N)S(=O)(=O)C)CC2=CC=C(C=C2)OC (4-(cyclopropyl(4-methoxybenzyl)amino)-2-(methylsulfonyl)imidazo[2,1-f][1,2,4]triazine-7-carbonitrile), C1(CC1)N(C1=NC(=NN2C1=NC=C2C#N)S(=O)(=O)C)CC2=CC=C(C=C2)OC (4-(cyclopropyl(4-methoxybenzyl)amino)-2-(methylsulfonyl)imidazo[2,1-f][1,2,4]triazine-7-carbonitrile), NC=1C(=C(C=C(C1)C#N)N1C[C@H]([C@@H](CC1)O[Si](C)(C)C(C)(C)C)NC(C)=O)Cl ((+/−)-N-((3R,4R)-1-(3-amino-2-chloro-5-cyanophenyl)-4-((tert-butyldimethylsilyl)oxy) piperidin-3-yl)acetamide). The product is ClC1=C(C=C(C=C1NC1=NN2C(C(=N1)NC1CC1)=NC=C2C#N)C#N)N2C[C@H]([C@@H](CC2)O)NC(C)=O ((+/−)-N-((3R,4R)-1-(2-chloro-5-cyano-3-((7-cyano-4-(cyclopropyl amino) imidazo[2,1-f][1,2,4]triazin-2-yl)amino)phenyl)-4-hydroxypiperidin-3-yl)acetamide). RXN SMILES: [CH:1]1([N:4](CC2C=CC(OC)=CC=2)[C:5]2[C:10]3=[N:11][CH:12]=[C:13]([C:14]#[N:15])[N:9]3[N:8]=[C:7](S(C)(=O)=O)[N:6]=2)[CH2:3][CH2:2]1.[NH2:29][C:30]1[C:31]([Cl:56])=[C:32]([N:38]2[CH2:43][CH2:42][C@@H:41]([O:44][Si](C(C)(C)C)(C)C)[C@H:40]([NH:52][C:53](=[O:55])[CH3:54])[CH2:39]2)[CH:33]=[C:34]([C:36]#[N:37])[CH:35]=1>>[Cl:56][C:31]1[C:30]([NH:29][C:7]2[N:6]=[C:5]([NH:4][CH:1]3[CH2:2][CH2:3]3)[C:10]3=[N:11][CH:12]=[C:13]([C:14]#[N:15])[N:9]3[N:8]=2)=[CH:35][C:34]([C:36]#[N:37])=[CH:33][C:32]=1[N:38]1[CH2:43][CH2:42][C@@H:41]([OH:44])[C@H:40]([NH:52][C:53](=[O:55])[CH3:54])[CH2:39]1. Procedure details: (+/−)-N-((3R,4R)-1-(2-chloro-5-cyano-3-((7-cyano-4-(cyclopropyl amino) imidazo[2,1-f][1,2,4]triazin-2-yl)amino)phenyl)-4-hydroxypiperidin-3-yl)acetamide was prepared starting from 4-(cyclopropyl(4-methoxybenzyl)amino)-2-(methylsulfonyl)imidazo[2,1-f][1,2,4]triazine-7-carbonitrile (Intermediate 2) and (+/−)-N-((3R,4R)-1-(3-amino-2-chloro-5-cyanophenyl)-4-((tert-butyldimethylsilyl)oxy) piperidin-3-yl)acetamide using a method analogous to that used to prepare Example 171. The reactants are O=C1OC(=O)C2=C1CCCC2, CC(=O)[O-], CCO, O=C(O)Cc1cccc([N+](=O)[O-])c1, [Na+]. Product: O=C1OC(=Cc2cccc([N+](=O)[O-])c2)C2=C1CCCC2. As a reaction SMILES: [C:1]1(=[O:11])[O:2][C:3](=[O:10])[C:4]2=[C:9]1[CH2:8][CH2:7][CH2:6][CH2:5]2.[CH3:26][C:27](=[O:28])[O-:29].[CH3:30][CH2:31][OH:32].[N+:12](=[O:13])([O-:14])[c:15]1[cH:16][c:17]([CH2:21][C:22]([OH:23])=[O:24])[cH:18][cH:19][cH:20]1.[Na+:25]>>[C:1]1(=[O:11])[O:2][C:3](=[CH:21][c:17]2[cH:16][c:15]([N+:12](=[O:13])[O-:14])[cH:20][cH:19][cH:18]2)[C:4]2=[C:9]1[CH2:8][CH2:7][CH2:6][CH2:5]2. Starting materials: C(C)(=O)NC(C(=O)OCC)C#N (ethyl acetamido-cyanoacetate), [O-]CC.[Na+] (Sodium ethoxide), BrC1CC2=CC=CC=C2C1 (2-Bromoindane). Solvent: CS(=O)C (DMSO), CS(=O)C (dimethyl sulfoxide). Product: C(#N)C(C(=O)OCC)(C1CC2=CC=CC=C2C1)NC(C)=O (Ethyl 2-cyano-2-acetamido-2-(2,3-dihydro-1H-inden-2yl)acetate). RXN SMILES: [O-]CC.[Na+].[C:5]([NH:8][CH:9]([C:15]#[N:16])[C:10]([O:12][CH2:13][CH3:14])=[O:11])(=[O:7])[CH3:6].Br[CH:18]1[CH2:26][C:25]2[C:20](=[CH:21][CH:22]=[CH:23][CH:24]=2)[CH2:19]1>CS(C)=O>[C:15]([C:9]([NH:8][C:5](=[O:7])[CH3:6])([CH:18]1[CH2:26][C:25]2[C:20](=[CH:21][CH:22]=[CH:23][CH:24]=2)[CH2:19]1)[C:10]([O:12][CH2:13][CH3:14])=[O:11])#[N:16] |f:0.1|. Reported procedure: Sodium ethoxide (40 gms) was stirred in 1 L of dimethyl sulfoxide until solution was complete. Then, 100 g of ethyl acetamido-cyanoacetate was added, and again stirred until solution was complete. 2-Bromoindane (101 g) was slowly added, using a few ml of DMSO to wash the container and addition funnel. The solution was stirred over a weekend.